From a dataset of the Open Reaction Database (ORD), a public repository of structured organic reaction records. describe an organic reaction: reactants, conditions, products, and yield Reactants: ClC=1C=CC(=NC1)NC(C1=C(C=CC=C1)NC(C1=C(C=C(C=C1)N(C)C)OC1CCNCC1)=O)=O (N-(5-chloropyridin-2-yl)-2-[4-(N,N-dimethylamino)-2-(piperidin-4-yloxy)benzoylamino]benzamide), CC(=O)C (acetone), CC(=O)O.CO (AcOH MeOH), [BH3-]C#N.[Na+].CO (NaCNBH3 MeOH). Run in O (water), C(Cl)Cl (CH2Cl2). Conditions: time 24 hour. The product is Cl.ClC=1C=CC(=NC1)NC(C1=C(C=CC=C1)NC(C1=C(C=C(C=C1)N(C)C)OC1CCN(CC1)C(C)C)=O)=O (N-(5-Chloropyridin-2-yl)-2-[4-(N,N-dimethylamino)-2-(1-isopropyl-piperidin-4-yloxy)benzoylamino]benzamide Hydrochloride). Isolated yield 45.2%. RXN SMILES: [Cl:1][C:2]1[CH:3]=[CH:4][C:5]([NH:8][C:9](=[O:35])[C:10]2[CH:15]=[CH:14][CH:13]=[CH:12][C:11]=2[NH:16][C:17](=[O:34])[C:18]2[CH:23]=[CH:22][C:21]([N:24]([CH3:26])[CH3:25])=[CH:20][C:19]=2[O:27][CH:28]2[CH2:33][CH2:32][NH:31][CH2:30][CH2:29]2)=[N:6][CH:7]=1.[CH3:36][C:37]([CH3:39])=O.CC(O)=O.CO.[BH3-]C#N.[Na+].CO>O.C(Cl)Cl>[ClH:1].[Cl:1][C:2]1[CH:3]=[CH:4][C:5]([NH:8][C:9](=[O:35])[C:10]2[CH:15]=[CH:14][CH:13]=[CH:12][C:11]=2[NH:16][C:17](=[O:34])[C:18]2[CH:23]=[CH:22][C:21]([N:24]([CH3:26])[CH3:25])=[CH:20][C:19]=2[O:27][CH:28]2[CH2:33][CH2:32][N:31]([CH:37]([CH3:39])[CH3:36])[CH2:30][CH2:29]2)=[N:6][CH:7]=1 |f:2.3,4.5.6,9.10|. Reported procedure: To a mixture of N-(5-chloropyridin-2-yl)-2-[4-(N,N-dimethylamino)-2-(piperidin-4-yloxy)benzoylamino]benzamide (250 mg, 0.51 mmol), acetone (0.07 mL, 1.0 mmol) and 20% AcOH/MeOH (2 mL) was added a solution of 0.25 M NaCNBH3/MeOH (2 mL, 0.5 mmol). The reaction was stirred for 24 hours and then it was diluted with water and CH2Cl2. After partitioning, the organic layer was washed with 50% satd Na2 CO3, dried over Na2 SO4, and concentrated. The residue was HPLC chromatographed (Vydac, 5% CH3 CN in 0... Reactants: N([C@@H](COCC1=CC=CC=C1)C(=O)N[C@@H](CCC(N)=O)C(=O)N[C@@H]([C@H](OCC1=CC=CC=C1)C)C(=O)N1[C@H](C(=O)N[C@@H](CC(C)C)C(=O)N[C@@H](C(C)C)C(=O)N[C@@H]([C@H](OCC2=CC=CC=C2)C)C(=O)OCC2=CC=CC=C2)CCC1)C(=O)OC(C)(C)C (Boc-Ser(Bzl)-Gln-Thr(Bzl)-Pro-Leu-Val-Thr(Bzl)-OBzl), NN (H2NNH2). The solvent is CN(C)C=O.CO (DMF MeOH). Yields the product N([C@@H](COCC1=CC=CC=C1)C(=O)N[C@@H](CCC(N)=O)C(=O)N[C@@H]([C@H](OCC1=CC=CC=C1)C)C(=O)N1[C@H](C(=O)N[C@@H](CC(C)C)C(=O)N[C@@H](C(C)C)C(=O)N[C@@H]([C@H](OCC2=CC=CC=C2)C)C(=O)NN)CCC1)C(=O)OC(C)(C)C (Boc-Ser(Bzl)-Gln-Thr(Bzl)-Pro-Leu-Val-Thr(Bzl)-NHNH2). Reaction SMILES: [NH:1]([C:81]([O:83][C:84]([CH3:87])([CH3:86])[CH3:85])=[O:82])[C@H:2]([C:12]([NH:14][C@H:15]([C:21]([NH:23][C@H:24]([C:35]([N:37]1[CH2:80][CH2:79][CH2:78][C@H:38]1[C:39]([NH:41][C@H:42]([C:47]([NH:49][C@H:50]([C:54]([NH:56][C@H:57]([C:68](OCC1C=CC=CC=1)=[O:69])[C@@H:58]([CH3:67])[O:59][CH2:60][C:61]1[CH:66]=[CH:65][CH:64]=[CH:63][CH:62]=1)=[O:55])[CH:51]([CH3:53])[CH3:52])=[O:48])[CH2:43][CH:44]([CH3:46])[CH3:45])=[O:40])=[O:36])[C@@H:25]([CH3:34])[O:26][CH2:27][C:28]1[CH:33]=[CH:32][CH:31]=[CH:30][CH:29]=1)=[O:22])[CH2:16][CH2:17][C:18](=[O:20])[NH2:19])=[O:13])[CH2:3][O:4][CH2:5][C:6]1[CH:11]=[CH:10][CH:9]=[CH:8][CH:7]=1.[NH2:88][NH2:89]>CN(C=O)C.CO>[NH:1]([C:81]([O:83][C:84]([CH3:87])([CH3:86])[CH3:85])=[O:82])[C@H:2]([C:12]([NH:14][C@H:15]([C:21]([NH:23][C@H:24]([C:35]([N:37]1[CH2:80][CH2:79][CH2:78][C@H:38]1[C:39]([NH:41][C@H:42]([C:47]([NH:49][C@H:50]([C:54]([NH:56][C@H:57]([C:68]([NH:88][NH2:89])=[O:69])[C@@H:58]([CH3:67])[O:59][CH2:60][C:61]1[CH:62]=[CH:63][CH:64]=[CH:65][CH:66]=1)=[O:55])[CH:51]([CH3:53])[CH3:52])=[O:48])[CH2:43][CH:44]([CH3:46])[CH3:45])=[O:40])=[O:36])[C@@H:25]([CH3:34])[O:26][CH2:27][C:28]1[CH:33]=[CH:32][CH:31]=[CH:30][CH:29]=1)=[O:22])[CH2:16][CH2:17][C:18](=[O:20])[NH2:19])=[O:13])[CH2:3][O:4][CH2:5][C:6]1[CH:11]=[CH:10][CH:9]=[CH:8][CH:7]=1 |f:2.3|. Procedure: Compound XIV (1.6 g, 1.32 mmol) was dissolved in DMF/MeOH (5:3; 16 ml) and treated with H2NNH2 (0.78 ml) for 72 hrs at 25° C. The white solid was filtered and washed with MeOH and water, yield 1.05 g (70.5%); mp 210°-210.5° C; [α]D25 -22.5° (c 1, DMF). Anal. Calcd for C58H84N10O13 (1129.37): C, 61.68; H, 7.50; N, 12.40. Found: C, 61.72; H, 7.26; N, 12.30. Reactants: NC1=NC=C(C=C1)Cl (2-amino-5-chloropyridine), C(C)(=O)[O-].[Na+] (sodium acetate), BrBr (bromine). Solvent: C(C)(=O)O (acetic acid), C(C)(=O)O (acetic acid). Reaction conditions: temperature 45 celsius. Product: NC1=NC=C(C=C1Br)Cl (2-amino-3-bromo-5-chloropyridine). Isolated yield 48.2%. As a reaction SMILES: [NH2:1][C:2]1[CH:7]=[CH:6][C:5]([Cl:8])=[CH:4][N:3]=1.C([O-])(=O)C.[Na+].[Br:14]Br>C(O)(=O)C>[NH2:1][C:2]1[C:7]([Br:14])=[CH:6][C:5]([Cl:8])=[CH:4][N:3]=1 |f:1.2|. Reported procedure: A suspension of 2-amino-5-chloropyridine (5.14 g, 40 mmol) and anhydrous sodium acetate (3.29 g, 40 mmol) in acetic acid (25 mL) was mechanically stirred and warmed to a bath temperature of 45° C. A solution of bromine (2.1 mL, 40 mmol) in acetic acid (2 mL) was added over 1 hour. The resulting orange mixture was cooled to 15° C. and filtered. The solids were taken up in 400 mL of water, the suspension made basic by addition of 1 N NaOH and the suspension extracted with ethyl acetate (5×100 mL).... Starting materials: BrC=1C(C2=CC(=CC=C2C1C1=CC(=CC(=C1)F)F)OCCN1CCS(CC1)(=O)=O)=O (2-Bromo-3-(3,5-difluorophenyl)-6-[2-(1,1-dioxothiomorpholin-4-yl)ethoxy]-1H-inden-1-one), O1CCN(CC1)CCOC1=CC=C2C(=C(C(C2=C1)=O)Br)C1=CC=CC=C1 (6-(2-morpholinoethoxy)-2-bromo-3-phenyl-1H-inden-1-one), COC1=CC=C(C=N1)B(O)O (6-methoxy-3-pyridinylboronic acid). The product is FC=1C=C(C=C(C1)F)C1=C(C(C2=CC(=CC=C12)OCCN1CCS(CC1)(=O)=O)=O)C=1C=NC(=CC1)OC (3-(3,5-Difluorophenyl)-2-(6-methoxypyridin-3-yl)-6-[2-(1,1-dioxothiomorpholin-4-yl)ethoxy]-1H-inden-1-one). Isolated yield 68.0%. Reaction SMILES: Br[C:2]1[C:3](=[O:30])[C:4]2[C:9]([C:10]=1[C:11]1[CH:16]=[C:15]([F:17])[CH:14]=[C:13]([F:18])[CH:12]=1)=[CH:8][CH:7]=[C:6]([O:19][CH2:20][CH2:21][N:22]1[CH2:27][CH2:26][S:25](=[O:29])(=[O:28])[CH2:24][CH2:23]1)[CH:5]=2.O1CCN(CCOC2C=C3C(C(C4C=CC=CC=4)=C(Br)C3=O)=CC=2)CC1.[CH3:57][O:58][C:59]1[N:64]=[CH:63][C:62](B(O)O)=[CH:61][CH:60]=1>>[F:18][C:13]1[CH:12]=[C:11]([C:10]2[C:9]3[C:4](=[CH:5][C:6]([O:19][CH2:20][CH2:21][N:22]4[CH2:27][CH2:26][S:25](=[O:29])(=[O:28])[CH2:24][CH2:23]4)=[CH:7][CH:8]=3)[C:3](=[O:30])[C:2]=2[C:62]2[CH:63]=[N:64][C:59]([O:58][CH3:57])=[CH:60][CH:61]=2)[CH:16]=[C:15]([F:17])[CH:14]=1. Procedure: The procedure of Step 7 of Example 1 was repeated except for using 2-bromo-3-(3,5-difluorophenyl)-6-[2-(1,1-dioxothiomorpholin-4-yl)ethoxy]-1H-inden-1-one obtained in Step 1 of Example 92 as a starting material instead of 6-(2-morpholinoethoxy)-2-bromo-3-phenyl-1H-inden-1-one, 6-methoxy-3-pyridinylboronic acid instead of 3-pyridinylboronic acid, and being purified by silica gel column chromatography (EtOAc/CH2Cl2=1:1) to obtain the title compound (68%).